Dataset: the Open Reaction Database (ORD), a public repository of structured organic reaction records. Task: describe an organic reaction: reactants, conditions, products, and yield Reactants: ClCC(=O)C1=CC(=CC=C1)S(N)(=O)=O (2-chloro-3'-sulfamoylacetophenone), C(C)NC(=S)NCC (1,3-diethylthiourea). Run in C(C)(C)OC(C)C (diisopropyl ether). The product is Cl.C(C)N1C(SCC1(O)C1=CC(=CC=C1)S(N)(=O)=O)=NCC (3-Ethyl-2-ethylimino-4-(3-sulfamoylphenyl)-1,3-thiazolidine-4-ol-hydrochloride). As a reaction SMILES: [Cl:1][CH2:2][C:3]([C:5]1[CH:10]=[CH:9][CH:8]=[C:7]([S:11](=[O:14])(=[O:13])[NH2:12])[CH:6]=1)=[O:4].[CH2:15]([NH:17][C:18]([NH:20][CH2:21][CH3:22])=[S:19])[CH3:16]>C(OC(C)C)(C)C>[ClH:1].[CH2:21]([N:20]1[C:3]([C:5]2[CH:10]=[CH:9][CH:8]=[C:7]([S:11](=[O:14])(=[O:13])[NH2:12])[CH:6]=2)([OH:4])[CH2:2][S:19][C:18]1=[N:17][CH2:15][CH3:16])[CH3:22] |f:3.4|. Reported procedure: 3.5 g of 2-chloro-3'-sulfamoylacetophenone and 2.1 g of ground 1,3-diethylthiourea were reacted as prescribed in Example 12. 150 ml of diisopropyl ether were added, the solvent was decanted and the amorphous end product was crystallized under ethyl acetate. Colorless solid body, decomposition beginning at 80° C, γC=N 1615 cm-1. Reactants: ClC(=O)OC (methyl chloroformate), CN1C=CC2=CC(=CC=C12)NC1=CC=NC=C1 (1-methyl-5-(4-pyridinylamino)-1H-indole). Run in C(Cl)Cl (DCM), C(Cl)Cl (DCM), C(C)N(CC)CC (triethylamine). Run at time 1 hour. The product is COC(N(C1=CC=NC=C1)C=1C=C2C=CN(C2=CC1)C)=O (N-(1-Methyl-1H-indol-5-yl)-N-(4-pyridinyl) carbamic acid methyl ester). Isolated yield 98.4%. Reaction SMILES: Cl[C:2]([O:4][CH3:5])=[O:3].[CH3:6][N:7]1[C:15]2[C:10](=[CH:11][C:12]([NH:16][C:17]3[CH:22]=[CH:21][N:20]=[CH:19][CH:18]=3)=[CH:13][CH:14]=2)[CH:9]=[CH:8]1>C(Cl)Cl.C(N(CC)CC)C>[CH3:5][O:4][C:2](=[O:3])[N:16]([C:12]1[CH:11]=[C:10]2[C:15](=[CH:14][CH:13]=1)[N:7]([CH3:6])[CH:8]=[CH:9]2)[C:17]1[CH:18]=[CH:19][N:20]=[CH:21][CH:22]=1. Procedure: A solution of methyl chloroformate (1.3 g) in 5 ml DCM was added to a solution of 1-methyl-5-(4-pyridinylamino)-1H-indole (2.5 g) in 120 ml DCM and 6 ml triethylamine (4.4 g). After stirring one hour at ambient temperature the reaction mixture was washed with water and saturated sodium chloride, dried (anhydrous magnesium sulfate), filtered and evaporated to 4 g of a solid. Elution through silica with 50% ethyl acetate in dichloromethane via flash column chromatography yielded 3.1 g of a solid. ... The reactants are C(C)OC1=CC2=C(N(C(N2C2CCCCC2)=O)S(=O)(=O)C2=C(C=C(C=C2)N)OC)C=C1 (5-Ethoxy-1,3-dihydro-1-(2-methoxy-4-aminobenzenesulfonyl)-3-cyclohexyl-2H-benzimidazol-2-one), N1=CC=CC=C1 (pyridine), ClCC(=O)Cl (chloroacetyl chloride). Solvent: C(Cl)Cl (DCM), C(Cl)Cl (DCM). Conditions: temperature 20 celsius, time 2 hour. Product: C(C)OC1=CC2=C(N(C(N2C2CCCCC2)=O)S(=O)(=O)C2=C(C=C(C=C2)NC(CCl)=O)OC)C=C1 (5-Ethoxy-1,3-dihydro-1-(2-methoxy-4-chloroacetamidobenzenesulfonyl)-3-cyclohexyl-2H-benzimidazol-2-one). RXN SMILES: [CH2:1]([O:3][C:4]1[CH:31]=[CH:30][C:7]2[N:8]([S:18]([C:21]3[CH:26]=[CH:25][C:24]([NH2:27])=[CH:23][C:22]=3[O:28][CH3:29])(=[O:20])=[O:19])[C:9](=[O:17])[N:10]([CH:11]3[CH2:16][CH2:15][CH2:14][CH2:13][CH2:12]3)[C:6]=2[CH:5]=1)[CH3:2].N1C=CC=CC=1.[Cl:38][CH2:39][C:40](Cl)=[O:41]>C(Cl)Cl>[CH2:1]([O:3][C:4]1[CH:31]=[CH:30][C:7]2[N:8]([S:18]([C:21]3[CH:26]=[CH:25][C:24]([NH:27][C:40](=[O:41])[CH2:39][Cl:38])=[CH:23][C:22]=3[O:28][CH3:29])(=[O:19])=[O:20])[C:9](=[O:17])[N:10]([CH:11]3[CH2:16][CH2:15][CH2:14][CH2:13][CH2:12]3)[C:6]=2[CH:5]=1)[CH3:2]. Procedure details: 0.52 g of the compound obtained in Example 5 step B), 25 ml of DCM and 0.5 g of pyridine were mixed. 0.54 ml of chloroacetyl chloride in 10 ml of DCM was then added over 5 minutes at 20° C. The reaction mixture was stirred for 2 hours at 20° C. and then concentrated under vacuum at 20° C. The residue was extracted with AcOEt and washed with water, then with 1N hydrochloric acid and then with water. It was dried over sodium sulfate and the solvent was evaporated off to give the expected product, ... Starting materials: C(C=C)OC1=C(C=O)C=C(C=C1)Br (2-allyloxy-5-bromobenzaldehyde), [BH4-].[Na+] (sodium borohydride). Solvent: O (water). Product: C(C=C)OC1=C(CO)C=C(C=C1)Br (2-allyloxy-5-bromobenzyl alcohol). The yield is 96.3%. RXN SMILES: [CH2:1]([O:4][C:5]1[CH:12]=[CH:11][C:10]([Br:13])=[CH:9][C:6]=1[CH:7]=[O:8])[CH:2]=[CH2:3].[BH4-].[Na+]>O>[CH2:1]([O:4][C:5]1[CH:12]=[CH:11][C:10]([Br:13])=[CH:9][C:6]=1[CH2:7][OH:8])[CH:2]=[CH2:3] |f:1.2|. Reported procedure: A solution of 2-allyloxy-5-bromobenzaldehyde (5.27 g, 21.9 mM) was treated with sodium borohydride, (0.415 g, 10.9 mM). The reaction was stirred at ambient temperature for 2½ hours, water was added and the solvent removed at reduced pressure. The residue was acidified to pH 1 and extracted with ethyl acetate twice. The organic layers were combined, dried (MgSO4) and evaporated to give 2-allyloxy-5-bromobenzyl alcohol (5.12 g, 96%) as a white solid.